The task is: describe an organic reaction: reactants, conditions, products, and yield. This data is from the Open Reaction Database (ORD), a public repository of structured organic reaction records. Starting materials: C1(=CC=CC=C1)C=1C=C(C=NC1Cl)OC[C@H]1NCC1 (5-phenyl-6-chloro-3-(2-(S)-azetidinylmethoxy)pyridine), C=O (formalin), C(=O)O (formic acid), [BH3-]C#N.[Na+] (NaCNBH3). Run in CCO (EtOH), O (water), C(=O)([O-])[O-].[K+].[K+] (K2CO3). Reaction conditions: time 16 hour. The product is C1(=CC=CC=C1)C=1C=C(C=NC1Cl)OC[C@H]1N(CC1)C (5-Phenyl-6-chloro-3-(1-methyl-2-(S)-azetidinylmethoxy)pyridine). Reaction SMILES: [C:1]1([C:7]2[CH:8]=[C:9]([O:14][CH2:15][C@@H:16]3[CH2:19][CH2:18][NH:17]3)[CH:10]=[N:11][C:12]=2[Cl:13])[CH:6]=[CH:5][CH:4]=[CH:3][CH:2]=1.C=O.[CH:22](O)=O.[BH3-]C#N.[Na+]>CCO.O.C([O-])([O-])=O.[K+].[K+]>[C:1]1([C:7]2[CH:8]=[C:9]([O:14][CH2:15][C@@H:16]3[CH2:19][CH2:18][N:17]3[CH3:22])[CH:10]=[N:11][C:12]=2[Cl:13])[CH:2]=[CH:3][CH:4]=[CH:5][CH:6]=1 |f:3.4,7.8.9|. Procedure: To 5-phenyl-6-chloro-3-(2-(S)-azetidinylmethoxy)pyridine from Example 67 (100 mg, 0.36 mmol) in EtOH (3 mL) was added formalin (37%, 0.5 mL) and formic acid (0.25 mL), and the pH was adjusted to 6. Then NaCNBH3 (70 mg) was added, and the mixture was stirred at room temperature for 16 hours. The mixture was diluted with water and saturated with K2CO3. The mixture was extracted with CHCl3. The solvent was dried over MgSO4, filtered and concentrated. The residue was chromatographed on a silica gel ... The reactants are O=C1C(CCCC1)C#N (2-oxocyclohexanecarbonitrile), C(C)NN (ethyl hydrazine). Solvent: C(C)O (ethanol). The product is CN1N=C2CCCCC2=C1N (2-methyl-4,5,6,7-tetrahydro-2H-indazol-3-amine). RXN SMILES: O=[C:2]1[CH2:7][CH2:6][CH2:5][CH2:4][CH:3]1[C:8]#[N:9].[CH2:10]([NH:12][NH2:13])C>C(O)C>[CH3:10][N:12]1[C:8]([NH2:9])=[C:3]2[C:2]([CH2:7][CH2:6][CH2:5][CH2:4]2)=[N:13]1. Reported procedure: A solution of 2-oxocyclohexanecarbonitrile 120 (10 g, 81.2 mmol) and ethyl hydrazine 119 (3 equiv, 14.6 g) in 150 mL of absolute ethanol was refluxed for 20 hrs and was concentrated on rotavapor to dryness. The crude product was recrystallized from methanol to afford the desired product 124. (Reference for the preparation of compound 124: J. Am. Chem. Soc. 1959, 81, 2448-2452) Reactants: O=C([O-])[O-], COC(=O)c1ccc(OS(=O)(=O)C(F)(F)F)c(C(=O)OC)c1, OB(O)c1cc(F)ccc1F, [K+], [K+], CN(C)C=O, c1ccc(P(c2ccccc2)(c2ccccc2)[Pd](P(c2ccccc2)(c2ccccc2)c2ccccc2)(P(c2ccccc2)(c2ccccc2)c2ccccc2)P(c2ccccc2)(c2ccccc2)c2ccccc2)cc1. Product: COC(=O)c1ccc(-c2cc(F)ccc2F)c(C(=O)OC)c1. As a reaction SMILES: [C:34](=[O:35])([O-:36])[O-:37].[F:1][C:2]([F:3])([F:4])[S:5]([O:6][c:7]1[c:8]([C:17](=[O:18])[O:19][CH3:20])[cH:9][c:10]([C:11](=[O:12])[O:13][CH3:14])[cH:15][cH:16]1)(=[O:21])=[O:22].[F:23][c:24]1[c:25]([B:31]([OH:32])[OH:33])[cH:26][c:27]([F:30])[cH:28][cH:29]1.[K+:38].[K+:39].[O:40]=[CH:41][N:42]([CH3:43])[CH3:44].[cH:45]1[cH:46][cH:47][c:48]([P:49]([Pd:50]([P:51]([c:52]2[cH:53][cH:54][cH:55][cH:56][cH:57]2)([c:58]2[cH:59][cH:60][cH:61][cH:62][cH:63]2)[c:64]2[cH:65][cH:66][cH:67][cH:68][cH:69]2)([P:70]([c:71]2[cH:72][cH:73][cH:74][cH:75][cH:76]2)([c:77]2[cH:78][cH:79][cH:80][cH:81][cH:82]2)[c:83]2[cH:84][cH:85][cH:86][cH:87][cH:88]2)[P:89]([c:90]2[cH:91][cH:92][cH:93][cH:94][cH:95]2)([c:96]2[cH:97][cH:98][cH:99][cH:100][cH:101]2)[c:102]2[cH:103][cH:104][cH:105][cH:106][cH:107]2)([c:108]2[cH:109][cH:110][cH:111][cH:112][cH:113]2)[c:114]2[cH:115][cH:116][cH:117][cH:118][cH:119]2)[cH:120][cH:121]1>>[c:7]1(-[c:25]2[c:24]([F:23])[cH:29][cH:28][c:27]([F:30])[cH:26]2)[c:8]([C:17](=[O:18])[O:19][CH3:20])[cH:9][c:10]([C:11](=[O:12])[O:13][CH3:14])[cH:15][cH:16]1. The reactants are ClC=1C=C(C=C(C1)Cl)N1C=2N([C@@](C1=O)(CC1=CC=C(C=C1)OC(F)(F)F)C)C=CN2 ((R)1-(3,5-dichloro-phenyl)-3-methyl-3-(4-trifluoromethoxy-benzyl)-1 H-imidazo[1,2-α]imidazol-2-one), IN1C(CCC1=O)=O (N-iodosuccinimide), C1(=CC=C(C=C1)S(=O)(=O)[O-])C.[NH+]1=CC=CC=C1 (pyridinium p-toluenesulfonate). Solvent: C1CCOC1 (THF), CCOC(=O)C (EtOAc). Run at time 17 hour. The product is ClC=1C=C(C=C(C1)Cl)N1C=2N([C@@](C1=O)(CC1=CC=C(C=C1)OC(F)(F)F)C)C(=CN2)I ((R)-1-(3,5-dichloro-phenyl)-5-iodo-3-methyl-3-(4-trifluoromethoxy-benzyl)-1H-imidazo[1,2-α]imidazol-2-one). The yield is 64.5%. RXN SMILES: [Cl:1][C:2]1[CH:3]=[C:4]([N:9]2[C:13](=[O:14])[C@@:12]([CH3:27])([CH2:15][C:16]3[CH:21]=[CH:20][C:19]([O:22][C:23]([F:26])([F:25])[F:24])=[CH:18][CH:17]=3)[N:11]3[CH:28]=[CH:29][N:30]=[C:10]23)[CH:5]=[C:6]([Cl:8])[CH:7]=1.[I:31]N1C(=O)CCC1=O.C1(C)C=CC(S([O-])(=O)=O)=CC=1.[NH+]1C=CC=CC=1>C1COCC1.CCOC(C)=O>[Cl:8][C:6]1[CH:5]=[C:4]([N:9]2[C:13](=[O:14])[C@@:12]([CH3:27])([CH2:15][C:16]3[CH:17]=[CH:18][C:19]([O:22][C:23]([F:26])([F:24])[F:25])=[CH:20][CH:21]=3)[N:11]3[C:28]([I:31])=[CH:29][N:30]=[C:10]23)[CH:3]=[C:2]([Cl:1])[CH:7]=1 |f:2.3|. Procedure details: A solution of (R)-1-(3,5-dichloro-phenyl)-3-methyl-3-(4-trifluoromethoxy-benzyl)-1H-imidazo[1,2-α]imidazol-2-one (Example 1) (1.54 g, 3.38 mmol) in 30 mL of THF was treated with N-iodosuccinimide (0.846 g, 3.76 mmol) and pyridinium p-toluenesulfonate (0.086 g, 0.37 mmol). The mixture was stirred at room temperature for 17 h, then diluted with EtOAc and washed with 10% Na2S2O3 solution and water. The combined aqueous layers were extracted with 10 mL of EtOAc. The combined organic phases were wash... The reactants are CS(=O)(=O)c1cc(Br)ccc1C(=O)O, CCc1cnc(N2CCNCC2)c(C)c1, Cl. The product is CCc1cnc(N2CCN(C(=O)c3ccc(Br)cc3S(C)(=O)=O)CC2)c(C)c1. As a reaction SMILES: [Br:1][c:2]1[cH:3][c:4]([S:11](=[O:12])(=[O:13])[CH3:14])[c:5]([C:6](=[O:7])[OH:8])[cH:9][cH:10]1.[CH2:16]([CH3:17])[c:18]1[cH:19][c:20]([CH3:30])[c:21]([N:24]2[CH2:25][CH2:26][NH:27][CH2:28][CH2:29]2)[n:22][cH:23]1.[ClH:15]>>[Br:1][c:2]1[cH:3][c:4]([S:11](=[O:12])(=[O:13])[CH3:14])[c:5]([C:6](=[O:8])[N:27]2[CH2:26][CH2:25][N:24]([c:21]3[c:20]([CH3:30])[cH:19][c:18]([CH2:16][CH3:17])[cH:23][n:22]3)[CH2:29][CH2:28]2)[cH:9][cH:10]1.